From a dataset of the Open Reaction Database (ORD), a public repository of structured organic reaction records. describe an organic reaction: reactants, conditions, products, and yield Reactants: C=1C=CC2=C(C1)C(=CN2)CO (indole-3-carbinol), COC1=C(C=CC=C1)N1CCNCC1 (1-(2-methoxyphenyl)piperazine), Cl (hydrochloric acid), [Br-].[Li+] (lithium bromide), [OH-].[K+] (potassium hydroxide), C1(=C(C(=C(C(=C1F)F)F)N)F)N.Cl.Cl (dihydrochloride). Solvent: C(C)O (ethanol). Conditions: temperature 60 celsius, time 24 hour. Yields the product COC1=C(C=CC=C1)N1CCN(CC1)CC1=CNC2=CC=CC=C12 (1-(2-Methoxyphenyl)-4-[(3-indolyl)methyl]piperazine). Isolated yield 59.0%. RXN SMILES: [CH:1]1[CH:2]=[CH:3][C:4]2[NH:9][CH:8]=[C:7]([CH2:10]O)[C:5]=2[CH:6]=1.[CH3:12][O:13][C:14]1[CH:19]=[CH:18][CH:17]=[CH:16][C:15]=1[N:20]1[CH2:25][CH2:24][NH:23][CH2:22][CH2:21]1.[Br-].[Li+].[OH-].[K+].Cl.C1(N)C(F)=C(F)C(F)=C(N)C=1F.Cl.Cl>C(O)C>[CH3:12][O:13][C:14]1[CH:19]=[CH:18][CH:17]=[CH:16][C:15]=1[N:20]1[CH2:25][CH2:24][N:23]([CH2:10][C:7]2[C:5]3[C:4](=[CH:3][CH:2]=[CH:1][CH:6]=3)[NH:9][CH:8]=2)[CH2:22][CH2:21]1 |f:2.3,4.5,7.8.9|. Procedure: One mole (147 g) of indole-3-carbinol and one mole (192 g) of 1-(2-methoxyphenyl)piperazine were dissolved in 1.5 liters of ethanol 60%. One mole (87 g) of lithium bromide and 0.1 mole (5.6 g) of potassium hydroxide were added, then the reaction medium was heated at reflux under stirring for 24 hours. After the reaction medium had cooled to 60° C., hydrochloric acid was added until persistence of an acidic pH. Then 189 g of the dihydrochloride salt of the title product was allowed to crystallize... Reactants: NC1=CC=C(OCCO)C=C1 (2-(4-aminophenoxy)ethanol), [N+](=O)([O-])C1=CC=C(OCCO)C=C1 (2-(4-nitrophenoxy)ethanol), [H][H] (hydrogen), NC1=CC=CC=C1 (aniline), NC(=O)N (urea), C12CN(CC(CC1)O2)C2=C1C(=NC(=N2)C2=CC=C(C=C2)NC(=O)NCC)N(N=C1)C1CCN(CC1)C(=O)OCC (ethyl 4-(4-(8-oxa-3-azabicyclo[3.2.1]octan-3-yl)-6-(4-(3-ethylureido)phenyl)-1H-pyrazolo[3,4-d]pyrimidin-1-yl)piperidine-1-carboxylate), NC1=CC=CC=C1 (aniline), NC(=O)N (urea), C12CN(CC(CC1)O2)C2=C1C(=NC(=N2)C2=CC=C(C=C2)NC(=O)NCC)N(N=C1)C1CCN(CC1)C(=O)OCC (ethyl 4-(4-(8-oxa-3-azabicyclo[3.2.1]octan-3-yl)-6-(4-(3-ethylureido)phenyl)-1H-pyrazolo[3,4-d]pyrimidin-1-yl)piperidine-1-carboxylate), N1(CCCC1)C1=CC=C(N)C=C1 (4-(1-pyrrolidinyl)-aniline). Reagents/catalysts: [Pd] (palladium on carbon). The solvent is C(C)(=O)OCC (ethyl acetate), CO (methanol). The product is C12CN(CC(CC1)O2)C2=C1C(=NC(=N2)C2=CC=C(C=C2)NC(=O)NC2=CC=C(C=C2)N2CCCC2)N(N=C1)CC (1-(4-(4-(8-oxa-3-azabicyclo[3.2.1]octan-3-yl)-1-ethyl-1H-pyrazolo[3,4-d]pyrimidin-6-yl)phenyl)-3-(4-(pyrrolidin-1-yl)phenyl)urea). Reaction SMILES: NC(N)=O.[CH:5]12[O:12][CH:9]([CH2:10][CH2:11]1)[CH2:8][N:7]([C:13]1[N:18]=[C:17]([C:19]3[CH:24]=[CH:23][C:22]([NH:25][C:26](NCC)=[O:27])=[CH:21][CH:20]=3)[N:16]=[C:15]3[N:31]([CH:34]4CCN(C(OCC)=O)C[CH2:35]4)[N:32]=[CH:33][C:14]=13)[CH2:6]2.[N:45]1([C:50]2[CH:56]=[CH:55][C:53]([NH2:54])=[CH:52][CH:51]=2)[CH2:49][CH2:48][CH2:47][CH2:46]1.NC1C=CC=CC=1.NC1C=CC(OCCO)=CC=1.[N+](C1C=CC(OCCO)=CC=1)([O-])=O.[H][H]>C(OCC)(=O)C.CO.[Pd]>[CH:5]12[O:12][CH:9]([CH2:10][CH2:11]1)[CH2:8][N:7]([C:13]1[N:18]=[C:17]([C:19]3[CH:20]=[CH:21][C:22]([NH:25][C:26]([NH:54][C:53]4[CH:55]=[CH:56][C:50]([N:45]5[CH2:46][CH2:47][CH2:48][CH2:49]5)=[CH:51][CH:52]=4)=[O:27])=[CH:23][CH:24]=3)[N:16]=[C:15]3[N:31]([CH2:34][CH3:35])[N:32]=[CH:33][C:14]=13)[CH2:6]2. Procedure details: A urea formation procedure similar to that used for the synthesis of ethyl 4-(4-(8-oxa-3-azabicyclo[3.2.1]octan-3-yl)-6-(4-(3-ethylureido)phenyl)-1H-pyrazolo[3,4-d]pyrimidin-1-yl)piperidine-1-carboxylate is used, utilizing 4-(1-pyrrolidinyl)-aniline as the aniline component. (41%, MS=539.3 (M+H))A urea formation procedure similar to that used for the synthesis of ethyl 4-(4-(8-oxa-3-azabicyclo[3.2.1]octan-3-yl)-6-(4-(3-ethylureido)phenyl)-1H-pyrazolo[3,4-d]pyrimidin-1-yl)piperidine-1-carboxylate... The reactants are C(C1=CC=CC=C1)(=O)Cl (benzoyl chloride), ClC=1C=C(CN(C(=O)C=2CN(C(C2O)=O)CCN2CCNCC2)C)C=CC1Cl (4-hydroxy-5-oxo-1-(2-piperazin-1-yl-ethyl)-2,5-dihydro-1H-pyrrole-3-carboxylic acid (3,4-dichloro-benzyl)-methyl-amide). The solvent is ClCCl (dichloromethane), N1=CC=CC=C1.ClCCl (pyridine dichloromethane). Conditions: time 18 hour. The product is ClC=1C=C(CN(C(=O)C=2CN(C(C2O)=O)CCN2CCN(CC2)C(C2=CC=CC=C2)=O)C)C=CC1Cl (1-[2-(4-Benzoyl-piperazin-1-yl)-ethyl]-4-hydroxy-5-oxo-2,5-dihydro-1H-pyrrole-3-carboxylic acid (3,4-dichloro-benzyl)-methyl-amide). Isolated yield 20.2%. RXN SMILES: [C:1](Cl)(=[O:8])[C:2]1[CH:7]=[CH:6][CH:5]=[CH:4][CH:3]=1.[Cl:10][C:11]1[CH:12]=[C:13]([CH:34]=[CH:35][C:36]=1[Cl:37])[CH2:14][N:15]([CH3:33])[C:16]([C:18]1[CH2:19][N:20]([CH2:25][CH2:26][N:27]2[CH2:32][CH2:31][NH:30][CH2:29][CH2:28]2)[C:21](=[O:24])[C:22]=1[OH:23])=[O:17]>ClCCl.N1C=CC=CC=1.ClCCl>[Cl:10][C:11]1[CH:12]=[C:13]([CH:34]=[CH:35][C:36]=1[Cl:37])[CH2:14][N:15]([CH3:33])[C:16]([C:18]1[CH2:19][N:20]([CH2:25][CH2:26][N:27]2[CH2:28][CH2:29][N:30]([C:1](=[O:8])[C:2]3[CH:7]=[CH:6][CH:5]=[CH:4][CH:3]=3)[CH2:31][CH2:32]2)[C:21](=[O:24])[C:22]=1[OH:23])=[O:17] |f:3.4|. Reported procedure: To a solution of benzoyl chloride (0.023 mL, 0.23 mmol) in dichloromethane (1 mL) cooled to 0° C. was added dropwise a solution of 4-hydroxy-5-oxo-1-(2-piperazin-1-yl-ethyl)-2,5-dihydro-1H-pyrrole-3-carboxylic acid (3,4-dichloro-benzyl)-methyl-amide (0.10 g, 0.20 mmol) in pyridine/dichloromethane (4 mL, 1:1). The resulting mixture was stirred at room temp 18 h and quenched with 1N HCl. The organic phase was washed with 1N HCl (3 times). The aqueous washings were combined and purified by preparat... Reactants: CCn1c(=O)oc2cc([N+](=O)[O-])cc(F)c21, CCO, [Cl-], [Fe], [NH4+], O. Product: CCn1c(=O)oc2cc(N)cc(F)c21. As a reaction SMILES: [CH2:1]([CH3:2])[n:3]1[c:4](=[O:16])[o:5][c:6]2[c:7]1[c:8]([F:15])[cH:9][c:10]([N+:12]([O-:13])=[O:14])[cH:11]2.[CH3:19][CH2:20][OH:21].[Cl-:17].[Fe:23].[NH4+:18].[OH2:22]>>[CH2:1]([CH3:2])[n:3]1[c:4](=[O:16])[o:5][c:6]2[c:7]1[c:8]([F:15])[cH:9][c:10]([NH2:12])[cH:11]2.